Dataset: the Open Reaction Database (ORD), a public repository of structured organic reaction records. Task: describe an organic reaction: reactants, conditions, products, and yield Starting materials: CCCCO, CN(CCCl)CCCl, Cl, COC(=O)c1ccc(OC)c(N)c1, [Na+], [Na+], O=C([O-])[O-], O. Product: COC(=O)c1ccc(OC)c(N2CCN(C)CC2)c1, Cl. As a reaction SMILES: [CH2:29]([OH:30])[CH2:31][CH2:32][CH3:33].[CH3:2][N:3]([CH2:4][CH2:5][Cl:6])[CH2:7][CH2:8][Cl:9].[ClH:1].[NH2:10][c:11]1[cH:12][c:13]([C:14](=[O:15])[O:16][CH3:17])[cH:18][cH:19][c:20]1[O:21][CH3:22].[Na+:23].[Na+:24].[O-:25][C:26](=[O:27])[O-:28].[OH2:34]>>[CH3:2][N:3]1[CH2:4][CH2:5][N:10]([c:11]2[cH:12][c:13]([C:14](=[O:15])[O:16][CH3:17])[cH:18][cH:19][c:20]2[O:21][CH3:22])[CH2:8][CH2:7]1.[ClH:6]. The reactants are C(#N)C1=CC=C(C=C1)N1N=CC(=C1C=1C(N(C(N(C1C)C1=CC(=CC=C1)C(F)(F)F)=O)C)=O)S(=O)(=O)O ((+)-1-(4-cyanophenyl)-5-(3,6-dimethyl-2,4-dioxo-1-(3-trifluoromethylphenyl)-1,2,3,4-tetrahydropyrimidin-5-yl)-1H-pyrazole-4-sulfonic acid), C(#N)C1=CC=C(C=C1)N1N=CC(=C1C=1C(N(C(N(C1C)C1=CC(=CC=C1)C(F)(F)F)=O)C)=O)S(=O)(=O)Cl (1-(4-cyanophenyl)-5-(3,6-dimethyl-2,4-dioxo-1-(3-trifluoromethylphenyl)-1,2,3,4-tetrahydropyrimidin-5-yl)-1H-pyrazole-4-sulfonyl chloride), O.N (ammonia water), P(=O)(Cl)(Cl)Cl (phosphorus oxychloride). Run in C(C)(=O)OCC (ethyl acetate), O (water), C(C)#N (acetonitrile), N1=CC=CC=C1 (pyridine). The product is C(#N)C1=CC=C(C=C1)N1N=CC(=C1C=1C(N(C(N(C1C)C1=CC(=CC=C1)C(F)(F)F)=O)C)=O)S(=O)(=O)N ((+)-1-(4-cyanophenyl)-5-(3,6-dimethyl-2,4-dioxo-1-(3-trifluoromethylphenyl)-1,2,3,4-tetrahydropyrimidin-5-yl)-1H-pyrazole-4-sulfonamide). Reaction SMILES: [C:1]([C:3]1[CH:8]=[CH:7][C:6]([N:9]2[C:13]([C:14]3[C:15](=[O:33])[N:16]([CH3:32])[C:17](=[O:31])[N:18]([C:21]4[CH:26]=[CH:25][CH:24]=[C:23]([C:27]([F:30])([F:29])[F:28])[CH:22]=4)[C:19]=3[CH3:20])=[C:12]([S:34]([OH:37])(=O)=[O:35])[CH:11]=[N:10]2)=[CH:5][CH:4]=1)#[N:2].P(Cl)(Cl)(Cl)=O.C(C1C=CC(N2C(C3C(=O)N(C)C(=O)N(C4C=CC=C(C(F)(F)F)C=4)C=3C)=C(S(Cl)(=O)=O)C=N2)=CC=1)#[N:44].O.N>C(#N)C.C(OCC)(=O)C.O.N1C=CC=CC=1>[C:1]([C:3]1[CH:8]=[CH:7][C:6]([N:9]2[C:13]([C:14]3[C:15](=[O:33])[N:16]([CH3:32])[C:17](=[O:31])[N:18]([C:21]4[CH:26]=[CH:25][CH:24]=[C:23]([C:27]([F:30])([F:29])[F:28])[CH:22]=4)[C:19]=3[CH3:20])=[C:12]([S:34]([NH2:44])(=[O:37])=[O:35])[CH:11]=[N:10]2)=[CH:5][CH:4]=1)#[N:2] |f:3.4|. Reported procedure: To a suspension of (+)-1-(4-cyanophenyl)-5-(3,6-dimethyl-2,4-dioxo-1-(3-trifluoromethylphenyl)-1,2,3,4-tetrahydropyrimidin-5-yl)-1H-pyrazole-4-sulfonic acid (prepared in Example 196) (2.67 g) in acetonitrile (20 ml) were added pyridine (0.81 ml) and phosphorus oxychloride (1.87 ml) and the resulting mixture was stirred at room temperature for forty five minutes. Without an isolation of the formed 1-(4-cyanophenyl)-5-(3,6-dimethyl-2,4-dioxo-1-(3-trifluoromethylphenyl)-1,2,3,4-tetrahydropyrimidin-... The reactants are Cc1ccccc1, CC(C)(C)[O-], Clc1cc(Cl)ncn1, Nc1cnccn1, [Na+]. Product: Clc1cc(Nc2cnccn2)ncn1. Reaction SMILES: [CH3:22][c:23]1[cH:24][cH:25][cH:26][cH:27][cH:28]1.[CH3:8][C:9]([CH3:10])([O-:11])[CH3:12].[Cl:14][c:15]1[n:16][cH:17][n:18][c:19]([Cl:21])[cH:20]1.[NH2:1][c:2]1[n:3][cH:4][cH:5][n:6][cH:7]1.[Na+:13]>>[NH:1]([c:2]1[n:3][cH:4][cH:5][n:6][cH:7]1)[c:19]1[n:18][cH:17][n:16][c:15]([Cl:14])[cH:20]1. Yields the product COc1cc(-c2nc3sc4c(c3c(=O)n2Cc2ccccc2)CCC(C=O)=C4Cl)cc(OC)c1OC. Reaction SMILES: [CH2:11]([c:12]1[cH:13][cH:14][cH:15][cH:16][cH:17]1)[n:18]1[c:19](-[c:33]2[cH:34][c:35]([O:43][CH3:44])[c:36]([O:41][CH3:42])[c:37]([O:39][CH3:40])[cH:38]2)[n:20][c:21]2[c:22]([c:23]1=[O:24])[c:25]1[c:26]([s:27]2)[C:28](=[O:32])[CH2:29][CH2:30][CH2:31]1.[Cl:45][CH2:46][CH2:47][Cl:48].[Cl:49][CH2:50][Cl:51].[O:6]=[CH:7][N:8]([CH3:9])[CH3:10].[P:1]([Cl:2])([Cl:3])([Cl:4])=[O:5]>>[CH2:11]([c:12]1[cH:13][cH:14][cH:15][cH:16][cH:17]1)[n:18]1[c:19](-[c:33]2[cH:34][c:35]([O:43][CH3:44])[c:36]([O:41][CH3:42])[c:37]([O:39][CH3:40])[cH:38]2)[n:20][c:21]2[c:22]([c:23]1=[O:24])[c:25]1[c:26]([s:27]2)[C:46]([Cl:45])=[C:29]([CH:28]=[O:32])[CH2:30][CH2:31]1. The reactants are COc1cc(-c2nc3sc4c(c3c(=O)n2Cc2ccccc2)CCCC4=O)cc(OC)c1OC, ClCCCl, ClCCl, CN(C)C=O, O=P(Cl)(Cl)Cl.